From a dataset of the Open Reaction Database (ORD), a public repository of structured organic reaction records. describe an organic reaction: reactants, conditions, products, and yield Starting materials: [Li]CCCC, CON(C)C(=O)C(CCc1ccccc1)NC(=O)C(CC(C)C)NC(=O)OCc1ccccc1, CCOCC, c1ccc2occc2c1. Yields the product CC(C)CC(NC(=O)OCc1ccccc1)C(=O)NC(CCc1ccccc1)C(=O)c1cc2ccccc2o1. RXN SMILES: [CH2:10]([Li:11])[CH2:12][CH2:13][CH3:14].[CH3:15][O:16][N:17]([C:18](=[O:19])[CH:20]([CH2:21][CH2:22][c:23]1[cH:24][cH:25][cH:26][cH:27][cH:28]1)[NH:29][C:30](=[O:31])[CH:32]([CH2:33][CH:34]([CH3:35])[CH3:36])[NH:37][C:38]([O:39][CH2:40][c:41]1[cH:42][cH:43][cH:44][cH:45][cH:46]1)=[O:47])[CH3:48].[CH3:49][CH2:50][O:51][CH2:52][CH3:53].[o:1]1[cH:2][cH:3][c:4]2[c:5]1[cH:6][cH:7][cH:8][cH:9]2>>[o:1]1[c:2]([C:18](=[O:19])[CH:20]([CH2:21][CH2:22][c:23]2[cH:24][cH:25][cH:26][cH:27][cH:28]2)[NH:29][C:30](=[O:31])[CH:32]([CH2:33][CH:34]([CH3:35])[CH3:36])[NH:37][C:38]([O:39][CH2:40][c:41]2[cH:42][cH:43][cH:44][cH:45][cH:46]2)=[O:47])[cH:3][c:4]2[c:5]1[cH:6][cH:7][cH:8][cH:9]2. Reactants: CS(C)=O, CCN(C(C)C)C(C)C, O=C(Cl)C(=O)Cl, ClCCl, Cl, CC(C)(C)OC(=O)NC1(CO)CCc2c(F)cc(F)cc21. Yields the product CC(C)(C)OC(=O)NC1(C=O)CCc2c(F)cc(F)cc21. As a reaction SMILES: [CH3:7][S:8]([CH3:9])=[O:10].[CH:32]([N:33]([CH2:34][CH3:35])[CH:36]([CH3:37])[CH3:38])([CH3:39])[CH3:40].[Cl:1][C:2]([C:3]([Cl:4])=[O:5])=[O:6].[Cl:42][CH2:43][Cl:44].[ClH:41].[F:11][c:12]1[c:13]2[c:17]([cH:18][c:19]([F:21])[cH:20]1)[C:16]([CH2:22][OH:23])([NH:24][C:25]([O:26][C:27]([CH3:28])([CH3:29])[CH3:30])=[O:31])[CH2:15][CH2:14]2>>[F:11][c:12]1[c:13]2[c:17]([cH:18][c:19]([F:21])[cH:20]1)[C:16]([CH:22]=[O:23])([NH:24][C:25]([O:26][C:27]([CH3:28])([CH3:29])[CH3:30])=[O:31])[CH2:15][CH2:14]2. Reactants: ClCCl, CC(=O)Cl, Cc1ccc(Cn2c(CO)cc3cc(-c4ccc(OC(F)(F)F)cc4)ccc32)cc1, CCN(C(C)C)C(C)C. Yields the product CC(=O)OCc1cc2cc(-c3ccc(OC(F)(F)F)cc3)ccc2n1Cc1ccc(C)cc1. RXN SMILES: [CH2:44]([Cl:45])[Cl:46].[CH3:1][C:2]([Cl:3])=[O:4].[CH3:5][c:6]1[cH:7][cH:8][c:9]([CH2:10][n:11]2[c:12]([CH2:31][OH:32])[cH:13][c:14]3[cH:15][c:16](-[c:20]4[cH:21][cH:22][c:23]([O:26][C:27]([F:28])([F:29])[F:30])[cH:24][cH:25]4)[cH:17][cH:18][c:19]23)[cH:33][cH:34]1.[CH:35]([N:36]([CH2:37][CH3:38])[CH:39]([CH3:40])[CH3:41])([CH3:42])[CH3:43]>>[CH3:1][C:2](=[O:4])[O:32][CH2:31][c:12]1[n:11]([CH2:10][c:9]2[cH:8][cH:7][c:6]([CH3:5])[cH:34][cH:33]2)[c:19]2[c:14]([cH:13]1)[cH:15][c:16](-[c:20]1[cH:21][cH:22][c:23]([O:26][C:27]([F:28])([F:29])[F:30])[cH:24][cH:25]1)[cH:17][cH:18]2. The product is CC1=CC2=C(N(C(CO2)C2=CC=CC=C2)N)C=C1 (7-methyl-3-phenyl-2,3-dihydro-4H-1,4-benzoxazin-4-amine). Run at time 18 hour. Yield: 75.2%. Procedure details: A slurry of lithium aluminum hydride (6.9 g, 183 mmol) in ethyl ether (300 mL) is stirred in an ice bath under an argon atmosphere. A solution of 7-methyl-4-nitroso-3-phenyl-3,4-dihydro-2H-1,4-benzoxazine (23.22 g, 91.3 mmol) in ethyl ether (250 mL) and dry THF (40 mL) is added dropwise over 1.5 h. The mixture is removed from the ice bath and allowed to stir for 18 h. Water (50 mL) is slowly added, forming solids. The solids are collected by filtration and washed with ethyl ether. The resulting ... RXN SMILES: [H-].[Al+3].[Li+].[H-].[H-].[H-].[CH3:7][C:8]1[CH:25]=[CH:24][C:11]2[N:12]([N:22]=O)[CH:13]([C:16]3[CH:21]=[CH:20][CH:19]=[CH:18][CH:17]=3)[CH2:14][O:15][C:10]=2[CH:9]=1>C(OCC)C.C1COCC1.CCCCCC>[CH3:7][C:8]1[CH:25]=[CH:24][C:11]2[N:12]([NH2:22])[CH:13]([C:16]3[CH:21]=[CH:20][CH:19]=[CH:18][CH:17]=3)[CH2:14][O:15][C:10]=2[CH:9]=1 |f:0.1.2.3.4.5|. Starting materials: [H-].[Al+3].[Li+].[H-].[H-].[H-] (lithium aluminum hydride), CC1=CC2=C(N(C(CO2)C2=CC=CC=C2)N=O)C=C1 (7-methyl-4-nitroso-3-phenyl-3,4-dihydro-2H-1,4-benzoxazine). Run in CCCCCC (hexane), C(C)OCC (ethyl ether), C(C)OCC (ethyl ether), C1CCOC1 (THF). Starting materials: C(CCC)[Li] (n-butyl lithium), CN(S(=O)(=O)N1C=NC2=C1C=C(C(=C2)OC)OC)C (1-(N,N-dimethylsulfamoyl)-5,6-dimethoxybenzimidazole), ClC(=O)OCC (ethyl chloroformate). The solvent is CCCCCC (hexane), C1CCOC1 (THF). Conditions: temperature -60 celsius, time 30 minute. Product: CN(S(=O)(=O)N1C(=NC2=C1C=C(C(=C2)OC)OC)C(=O)OCC)C (1-(N,N-Dimethylsulfamoyl)-2-ethoxycarbonyl-5,6-dimethoxybenzimidazole). The yield is 71.9%. Reaction SMILES: [CH3:1][N:2]([CH3:19])[S:3]([N:6]1[C:10]2[CH:11]=[C:12]([O:17][CH3:18])[C:13]([O:15][CH3:16])=[CH:14][C:9]=2[N:8]=[CH:7]1)(=[O:5])=[O:4].C([Li])CCC.Cl[C:26]([O:28][CH2:29][CH3:30])=[O:27]>C1COCC1.CCCCCC>[CH3:19][N:2]([CH3:1])[S:3]([N:6]1[C:10]2[CH:11]=[C:12]([O:17][CH3:18])[C:13]([O:15][CH3:16])=[CH:14][C:9]=2[N:8]=[C:7]1[C:26]([O:28][CH2:29][CH3:30])=[O:27])(=[O:4])=[O:5]. Procedure: 1-(N,N-dimethylsulfamoyl)-5,6-dimethoxybenzimidazole (5.70 g) was dissolved in dry THF (170 ml) in a dry argon atmosphere, cooled to -60° C. and a solution of n-butyl lithium (1.58M) in hexane (15.2 ml) was added dropwise and stirred for 30 minutes. After ethyl chloroformate (2.60 g) was added dropwise, the mixture was slowly returned to room temperature and allowed to react overnight. THF was distilled off, the residue was dissolved in ethyl acetate, washed with water and dried over anhydrous N...